From a dataset of the Open Reaction Database (ORD), a public repository of structured organic reaction records. describe an organic reaction: reactants, conditions, products, and yield Starting materials: CC1=C(SC=C1)C(=O)O (3-Methyl-2-thiophene carboxylic acid), C(C1=CC=CC=C1)OC1=CC=C(C(=O)NCC(N2CCNCC2)=O)C=C1 (4-benzyloxy-N-(2-oxo-2-piperazin-1-yl-ethyl)-benzamide), CCN=C=NCCCN(C)C.Cl (EDCI.HCl), C=1C=CC2=C(C1)N=NN2O (HOBT), CCN(C(C)C)C(C)C (DIPEA). The solvent is O (Water), CN(C)C=O (DMF). Run at time 8 hour. Yields the product C(C1=CC=CC=C1)OC1=CC=C(C(=O)NCC(=O)N2CCN(CC2)C(=O)C=2SC=CC2C)C=C1 (4-benzyloxy-N-{2-[4-(3-methyl-thiophene-2-carbonyl)-piperazin-1-yl]-2-oxo-ethyl}-benzamide). The yield is 46.0%. As a reaction SMILES: [CH3:1][C:2]1[CH:6]=[CH:5][S:4][C:3]=1[C:7]([OH:9])=O.[CH2:10]([O:17][C:18]1[CH:35]=[CH:34][C:21]([C:22]([NH:24][CH2:25][C:26](=[O:33])[N:27]2[CH2:32][CH2:31][NH:30][CH2:29][CH2:28]2)=[O:23])=[CH:20][CH:19]=1)[C:11]1[CH:16]=[CH:15][CH:14]=[CH:13][CH:12]=1.CCN=C=NCCCN(C)C.Cl.C1C=CC2N(O)N=NC=2C=1.CCN(C(C)C)C(C)C>CN(C=O)C.O>[CH2:10]([O:17][C:18]1[CH:35]=[CH:34][C:21]([C:22]([NH:24][CH2:25][C:26]([N:27]2[CH2:32][CH2:31][N:30]([C:7]([C:3]3[S:4][CH:5]=[CH:6][C:2]=3[CH3:1])=[O:9])[CH2:29][CH2:28]2)=[O:33])=[O:23])=[CH:20][CH:19]=1)[C:11]1[CH:16]=[CH:15][CH:14]=[CH:13][CH:12]=1 |f:2.3|. Procedure: 3-Methyl-2-thiophene carboxylic acid (74 mg, 0.53 mmol) was added to 4-benzyloxy-N-(2-oxo-2-piperazin-1-yl-ethyl)-benzamide (155 mg, 0.44 mmol) in DMF (5 mL). EDCI.HCl (126 mg, 0.66 mmol), HOBT (71 mg, 0.53 mmol) and DIPEA (227 μL, 1.32 mmol) were then added and the resulting mixture was allowed to stir at room temperature overnight. Water was then added and the product was extracted with EtOAc and washed with brine. The organic phase was dried over Na2SO4 and concentrated under reduced pressure... Starting materials: CCOC(=O)CSc1cnc(N)s1, Cc1ccc(CCCC(=O)O)cc1, CC1CCC(N(CCCc2cccc(Cl)c2)C(=O)Nc2ncc(SCC(=O)O)s2)CC1. The product is Cc1ccc(CCCCN(C(=O)Nc2ncc(SCC(=O)O)s2)C2CCC(C)CC2)cc1. RXN SMILES: [CH2:45]([O:46][C:47](=[O:48])[CH2:49][S:50][c:51]1[s:52][c:53]([NH2:54])[n:55][cH:56]1)[CH3:57].[CH3:32][c:33]1[cH:34][cH:35][c:36]([CH2:39][CH2:40][CH2:41][C:42]([OH:43])=[O:44])[cH:37][cH:38]1.[Cl:1][c:2]1[cH:3][c:4]([CH2:5][CH2:9][CH2:10][N:11]([C:12]([NH:13][c:14]2[s:15][c:16]([S:19][CH2:20][C:21](=[O:22])[OH:23])[cH:17][n:18]2)=[O:24])[CH:25]2[CH2:26][CH2:27][CH:28]([CH3:31])[CH2:29][CH2:30]2)[cH:6][cH:7][cH:8]1>>[CH2:9]([CH2:10][N:11]([C:12]([NH:13][c:14]1[s:15][c:16]([S:19][CH2:20][C:21](=[O:22])[OH:23])[cH:17][n:18]1)=[O:24])[CH:25]1[CH2:26][CH2:27][CH:28]([CH3:31])[CH2:29][CH2:30]1)[CH2:40][CH2:39][c:36]1[cH:35][cH:34][c:33]([CH3:32])[cH:38][cH:37]1.